describe an organic reaction: reactants, conditions, products, and yield From a dataset of the Open Reaction Database (ORD), a public repository of structured organic reaction records. Starting materials: [N+](=O)([O-])C1=CC=C2CCNCC2=C1 (7-nitro-1,2,3,4-tetrahydro-isoquinoline). Reagents/catalysts: [Pd] (Pd/C). Run in C(COCCO)O (diethylene glycol), CO (MeOH). Yields the product NC1=CC=C2C=CN=CC2=C1 (7-amino-isoquinoline). As a reaction SMILES: [N+:1]([C:4]1[CH:13]=[C:12]2[C:7]([CH2:8][CH2:9][NH:10][CH2:11]2)=[CH:6][CH:5]=1)([O-])=O>C(O)COCCO.CO.[Pd]>[NH2:1][C:4]1[CH:13]=[C:12]2[C:7]([CH:8]=[CH:9][N:10]=[CH:11]2)=[CH:6][CH:5]=1. Reported procedure: A mixture of 7-nitro-1,2,3,4-tetrahydro-isoquinoline (1.5 g, 8.38 mmole) and 10% Pd/C (300 mg) in diethylene glycol (5 mL) was reacted in a Smith Synthesizer under microwave radiation at 220° C. for 25 min. The resulting mixture was diluted with MeOH and filtered. The filtrate was concentrated and diluted with CH2Cl2, washed with sat. aq. NH4Cl and dried over Na2SO4. After filtration and concentration, the title compound was isolated through flash chromatography (eluted with CH2Cl2:MeOH 9:1) as ... Starting materials: O=C(O)c1ccc(C(F)(F)F)c(OCC2CC2)n1, CC(C)CC(N)C(N)=O. Product: CC(C)CC(NC(=O)c1ccc(C(F)(F)F)c(OCC2CC2)n1)C(N)=O. Reaction SMILES: [CH:1]1([CH2:4][O:5][c:6]2[c:7]([C:15]([F:16])([F:17])[F:18])[cH:8][cH:9][c:10]([C:12](=[O:13])[OH:14])[n:11]2)[CH2:2][CH2:3]1.[NH2:19][CH:20]([C:21](=[O:22])[NH2:23])[CH2:24][CH:25]([CH3:26])[CH3:27]>>[CH:1]1([CH2:4][O:5][c:6]2[c:7]([C:15]([F:16])([F:17])[F:18])[cH:8][cH:9][c:10]([C:12](=[O:14])[NH:19][CH:20]([C:21](=[O:22])[NH2:23])[CH2:24][CH:25]([CH3:26])[CH3:27])[n:11]2)[CH2:2][CH2:3]1. Starting materials: FC(C1=CC=C(C(=O)N)C=C1)(F)F (4-trifluoromethylbenzamide), BrC(C(CC(=O)OC)=O)C (methyl 4-bromo-3-oxo-pentanoate). Solvent: C1(=CC=CC=C1)C (toluene), O1CCOCC1 (dioxane). Product: COC(CC=1N=C(OC1C)C1=CC=C(C=C1)C(F)(F)F)=O (2-[2-[4-trifluoromethylphenyl)-5-methyl-1,3-oxazol-4-yl]acetic acid methyl ester). The yield is 2.3%. RXN SMILES: [F:1][C:2]([F:13])([F:12])[C:3]1[CH:11]=[CH:10][C:6]([C:7]([NH2:9])=[O:8])=[CH:5][CH:4]=1.Br[CH:15]([CH3:23])[C:16](=O)[CH2:17][C:18]([O:20][CH3:21])=[O:19]>C1(C)C=CC=CC=1.O1CCOCC1>[CH3:21][O:20][C:18](=[O:19])[CH2:17][C:16]1[N:9]=[C:7]([C:6]2[CH:10]=[CH:11][C:3]([C:2]([F:12])([F:13])[F:1])=[CH:4][CH:5]=2)[O:8][C:15]=1[CH3:23]. Procedure: A mixture of 3.62 g (19.1 mmol) of 4-trifluoromethylbenzamide and 4.0 g (19 mmol) of methyl 4-bromo-3-oxo-pentanoate in 15 mL of toluene and 10 mL of dioxane (with 2 mL of EtOH) was refluxed for 22 h. The solution was concentrated under reduced pressure. The residue was taken into EtOAc and washed with water, brine, and dried over MgSO4. The crude material was purified by silica gel chromatography (10%-40% EtOAc in hexanes) to yield 130 mg of a yellow solid: 1H NMR (CDCl3, 400 MHz) δ8.1 (d, 2H, ... Starting materials: FC(COC1=C(C=C(C(=O)OC)C=C1)OC)(C)C (methyl 4-(2-fluoro-2-methyl-propoxy)-3-methoxy-benzoate), [OH-].[Na+] (NaOH). Run in CO (MeOH), O (water). Reaction conditions: temperature 40 celsius, time 1 hour. The product is FC(COC1=C(C=C(C(=O)O)C=C1)OC)(C)C (4-(2-fluoro-2-methylpropoxy)-3-methoxybenzoic acid). Reaction SMILES: [F:1][C:2]([CH3:18])([CH3:17])[CH2:3][O:4][C:5]1[CH:14]=[CH:13][C:8]([C:9]([O:11]C)=[O:10])=[CH:7][C:6]=1[O:15][CH3:16].[OH-].[Na+]>CO.O>[F:1][C:2]([CH3:18])([CH3:17])[CH2:3][O:4][C:5]1[CH:14]=[CH:13][C:8]([C:9]([OH:11])=[O:10])=[CH:7][C:6]=1[O:15][CH3:16] |f:1.2|. Procedure: To a solution of methyl 4-(2-fluoro-2-methyl-propoxy)-3-methoxy-benzoate (450 mg, 1.76 mmol) in MeOH (3.6 mL) and water (900 μL) was added NaOH (210 mg, 5.27 mmol) and the mixture was stirred at 40° C. for 1 hour. The MeOH was evaporated and the pH of the solution was adjusted to 3 with 1N HCl. The precipitate was filtered, washed with water, and desiccated to give 4-(2-fluoro-2-methylpropoxy)-3-methoxybenzoic acid. ESI-MS m/z calc. 242.2, found 243.7 (M+1)+; Retention time: 1.25 minutes (3 min ... Starting materials: ClCCC1=NNC2=CC=CC=C2C1=O (3-(2-Chloroethyl)-4-oxo-(1H)-cinnoline), P(=O)(Cl)(Cl)Cl (phosphorus oxychloride). Yields the product ClCCC=1N=NC2=CC=CC=C2C1Cl (3-(2-Chloroethyl)-4-chlorocinnoline). RXN SMILES: [Cl:1][CH2:2][CH2:3][C:4]1[C:13](=O)[C:12]2[C:7](=[CH:8][CH:9]=[CH:10][CH:11]=2)[NH:6][N:5]=1.P(Cl)(Cl)([Cl:17])=O>>[Cl:1][CH2:2][CH2:3][C:4]1[N:5]=[N:6][C:7]2[C:12]([C:13]=1[Cl:17])=[CH:11][CH:10]=[CH:9][CH:8]=2. Reported procedure: 3-(2-Chloroethyl)-4-oxo-(1H)-cinnoline (9 g, 0.043 mol) and phosphorus oxychloride (90 ml) were heated under reflux for 1 hour. After allowing to cool, the excess phosphorus oxychloride was evaporated under reduced pressure and the residue was poured onto ice (100 g), basified with concentrated ammonia solution, and extracted with chloroform (3×100 ml). The chloroform extracts were combined, dried over magnesium sulphate and evaporated under reduced pressure to give a solid, 8.00 g. Recrystalliz... Reactants: C(C)(C)(C)C=1N=C(C2=C(N1)N(N=N2)CC2=C(C=CC=C2)Cl)N2CCOCC2 (5-tert-Butyl-3-(2-chloro-benzyl)-7-morpholin-4-yl-3H-[1,2,3]triazolo[4,5-d]pyrimidine), C(C)(C)(C)C=1N=C(C2=C(N1)N(N=N2)CC2=C(C=CC=C2)Cl)Cl (5-tert-butyl-7-chloro-3-(2-chlorobenzyl)-3H-[1,2,3]triazolo[4,5-d]pyrimidine), N1CC(CC1)=O (pyrrolidin-3-one). Yields the product C(C)(C)(C)C=1N=C(C2=C(N1)N(N=N2)CC2=C(C=CC=C2)Cl)N2CC(CC2)=O (1-[5-tert-Butyl-3-(2-chloro-benzyl)-3H-[1,2,3]triazolo[4,5-d]pyrimidin-7-yl]-pyrrolidin-3-one). As a reaction SMILES: [C:1]([C:5]1[N:6]=[C:7]([N:22]2[CH2:27][CH2:26][O:25][CH2:24][CH2:23]2)[C:8]2[N:13]=[N:12][N:11]([CH2:14][C:15]3[CH:20]=[CH:19][CH:18]=[CH:17][C:16]=3[Cl:21])[C:9]=2[N:10]=1)([CH3:4])([CH3:3])[CH3:2].C(C1N=C(Cl)C2N=NN(CC3C=CC=CC=3Cl)C=2N=1)(C)(C)C.N1CCC(=O)C1>>[C:1]([C:5]1[N:6]=[C:7]([N:22]2[CH2:23][CH2:24][C:26](=[O:25])[CH2:27]2)[C:8]2[N:13]=[N:12][N:11]([CH2:14][C:15]3[CH:20]=[CH:19][CH:18]=[CH:17][C:16]=3[Cl:21])[C:9]=2[N:10]=1)([CH3:2])([CH3:3])[CH3:4]. Reported procedure: In analogy to the procedure described for the synthesis of 5-tert-butyl-3-(2-chlorobenzyl)-7-morpholin-4-yl-3H-[1,2,3]triazolo[4,5-d]pyrimidine (example 1, step c), the title compound was prepared from 5-tert-butyl-7-chloro-3-(2-chlorobenzyl)-3H-[1,2,3]triazolo[4,5-d]pyrimidine and pyrrolidin-3-one. MS (m/e): 385.3 (MH+).